Dataset: the Open Reaction Database (ORD), a public repository of structured organic reaction records. Task: describe an organic reaction: reactants, conditions, products, and yield Reported procedure: In a similar manner to that described in Example 51-(ii), a reaction was carried out by using 1-{6-[(diphenylmethylene)amino]naphthalen-2-yl}-2-methyl-1-(1-trityl-1H-imidazol-4-yl)-1-propanol (2.0 g) to give crude product containing 1-(6-aminonaphthalen-2-yl)-2-methyl-1-(1-trityl-1H-imidazol-4-yl)-1-propanol as a pale yellow oily substance. The crude product was dissolved in dichloromethane (10 ml). To the solution were added pyridine (0.71 ml) and methanesulfonyl chloride (0.34 ml) under ice co... The solvent is N1=CC=CC=C1 (pyridine), ClCCl (dichloromethane). The reactants are CS(=O)(=O)Cl (methanesulfonyl chloride), C1(=CC=CC=C1)C(C1=CC=CC=C1)=NC=1C=C2C=CC(=CC2=CC1)C(C(C)C)(O)C=1N=CN(C1)C(C1=CC=CC=C1)(C1=CC=CC=C1)C1=CC=CC=C1 (1-{6-[(diphenylmethylene)amino]naphthalen-2-yl}-2-methyl-1-(1-trityl-1H-imidazol-4-yl)-1-propanol), crude product, [OH-].[Na+] (sodium hydroxide), NC=1C=C2C=CC(=CC2=CC1)C(C(C)C)(O)C=1N=CN(C1)C(C1=CC=CC=C1)(C1=CC=CC=C1)C1=CC=CC=C1 (1-(6-aminonaphthalen-2-yl)-2-methyl-1-(1-trityl-1H-imidazol-4-yl)-1-propanol). The product is OC(C(C)C)(C=1N=CNC1)C=1C=C2C=CC(=CC2=CC1)NS(=O)(=O)C (N-{6-[1-Hydroxy-1-(1H-imidazol-4-yl)-2-methylpropyl]naphthalen-2-yl}methanesulfonamide). Run at time 30 minute. Reaction SMILES: C1(C(=[N:14][C:15]2[CH:16]=[C:17]3[C:22](=[CH:23][CH:24]=2)[CH:21]=[C:20]([C:25]([C:30]2[N:31]=[CH:32][N:33](C(C4C=CC=CC=4)(C4C=CC=CC=4)C4C=CC=CC=4)[CH:34]=2)([OH:29])[CH:26]([CH3:28])[CH3:27])[CH:19]=[CH:18]3)C2C=CC=CC=2)C=CC=CC=1.NC1C=C2C(=CC=1)C=C(C(C1N=CN(C(C3C=CC=CC=3)(C3C=CC=CC=3)C3C=CC=CC=3)C=1)(O)C(C)C)C=C2.[CH3:94][S:95](Cl)(=[O:97])=[O:96].[OH-].[Na+]>ClCCl.N1C=CC=CC=1>[OH:29][C:25]([C:20]1[CH:21]=[C:22]2[C:17](=[CH:18][CH:19]=1)[CH:16]=[C:15]([NH:14][S:95]([CH3:94])(=[O:97])=[O:96])[CH:24]=[CH:23]2)([C:30]1[N:31]=[CH:32][NH:33][CH:34]=1)[CH:26]([CH3:28])[CH3:27] |f:3.4|. Starting materials: [Ca+2], [Cl-], [Cl-], Cl, OC1Cc2cc(F)ccc2Sc2ccccc21, c1ccccc1. The product is Fc1ccc2c(c1)CC(Cl)c1ccccc1S2. As a reaction SMILES: [Ca+2:20].[Cl-:18].[Cl-:19].[ClH:21].[F:1][c:2]1[cH:3][c:4]2[c:5]([cH:16][cH:17]1)[S:6][c:7]1[c:8]([cH:12][cH:13][cH:14][cH:15]1)[CH:9]([OH:11])[CH2:10]2.[cH:22]1[cH:23][cH:24][cH:25][cH:26][cH:27]1>>[F:1][c:2]1[cH:3][c:4]2[c:5]([cH:16][cH:17]1)[S:6][c:7]1[c:8]([cH:12][cH:13][cH:14][cH:15]1)[CH:9]([Cl:18])[CH2:10]2. The reactants are NC1=C(C=CC(=C1)C#N)NC1=CC(=C(C=N1)CC(=O)N)NCC1=CC(=CC(=C1)F)F (6-[(2-amino-4-cyanophenyl)amino]-4-[(3,5-difluorobenzyl)amino]pyridine-3-carboxyamide), NC1=C(C=C(C=C1)C#N)NC1=CC(=C(C=N1)CC(=O)N)NCC1=CC(=CC(=C1)F)F (6-[(2-amino-5-cyanophenyl)amino]-4-[(3,5-difluorobenzyl)amino]pyridine-3-carboxyamide). The product is C(#N)C=1C=CC2=C(N(C=N2)C2=CC(=C(C=N2)CC(=O)N)NCC2=CC(=CC(=C2)F)F)C1 (6-(6-cyano-1H-benzimidazol-1-yl)-4-[(3,5-difluorobenzyl)amino]pyridine-3-carboxyamide), solid. Isolated yield 45.0%. RXN SMILES: N[C:2]1C=C(C#N)C=CC=1NC1N=CC(CC(N)=O)=C(NCC2C=C(F)C=C(F)C=2)C=1.[NH2:31][C:32]1[CH:37]=[CH:36][C:35]([C:38]#[N:39])=[CH:34][C:33]=1[NH:40][C:41]1[N:46]=[CH:45][C:44]([CH2:47][C:48]([NH2:50])=[O:49])=[C:43]([NH:51][CH2:52][C:53]2[CH:58]=[C:57]([F:59])[CH:56]=[C:55]([F:60])[CH:54]=2)[CH:42]=1>>[C:38]([C:35]1[CH:36]=[CH:37][C:32]2[N:31]=[CH:2][N:40]([C:41]3[N:46]=[CH:45][C:44]([CH2:47][C:48]([NH2:50])=[O:49])=[C:43]([NH:51][CH2:52][C:53]4[CH:54]=[C:55]([F:60])[CH:56]=[C:57]([F:59])[CH:58]=4)[CH:42]=3)[C:33]=2[CH:34]=1)#[N:39]. Reported procedure: From the mixture of 6-[(2-amino-4-cyanophenyl)amino]-4-[(3,5-difluorobenzyl)amino]pyridine-3-carboxyamide and 6-[(2-amino-5-cyanophenyl)amino]-4-[(3,5-difluorobenzyl)amino]pyridine-3-carboxyamide in a manner similar to step 2 of Example 365, the title compound was obtained as a yellow solid (yield 45%). Starting materials: CC=1C=CN2N=C(N(C(C21)=O)C2=CC=CC=C2)[C@H](C)NC(OC(C)(C)C)=O ((S)-tert-Butyl (1-(5-methyl-4-oxo-3-phenyl-3,4-dihydropyrrolo[2,1-f][1,2,4]triazin-2-yl)ethyl)carbamate), FC(C(=O)O)(F)F (trifluoroacetic acid). The solvent is ClCCl (dichloromethane). Conditions: time 8 hour. Yields the product N[C@@H](C)C1=NN2C(C(N1C1=CC=CC=C1)=O)=C(C=C2)C ((S)-2-(1-Aminoethyl)-5-methyl-3-phenylpyrrolo[2,1-f][1,2,4]triazin-4(3H)-one). Yield: 79.5%. Reaction SMILES: [CH3:1][C:2]1[CH:3]=[CH:4][N:5]2[C:10]=1[C:9](=[O:11])[N:8]([C:12]1[CH:17]=[CH:16][CH:15]=[CH:14][CH:13]=1)[C:7]([C@@H:18]([NH:20]C(=O)OC(C)(C)C)[CH3:19])=[N:6]2.FC(F)(F)C(O)=O>ClCCl>[NH2:20][C@H:18]([C:7]1[N:8]([C:12]2[CH:17]=[CH:16][CH:15]=[CH:14][CH:13]=2)[C:9](=[O:11])[C:10]2=[C:2]([CH3:1])[CH:3]=[CH:4][N:5]2[N:6]=1)[CH3:19]. Procedure details: (S)-tert-Butyl (1-(5-methyl-4-oxo-3-phenyl-3,4-dihydropyrrolo[2,1-f][1,2,4]triazin-2-yl)ethyl)carbamate (950 mg, 2.58 mmol) was dissolved in 5 mL dichloromethane and trifluoroacetic acid (993 μl, 12.89 mmol) was added. The mixture was stirred at room temperature overnight. The reaction mixture was evaporated to dryness and was partitioned between ethyl acetate and potassium bicarbonate. The organic layer was washed with water, brine and dried over sodium sulphate, filtered and concentrated under... The reactants are stainless steel, N,N′-bis(salicylidene)-1,2-phenylenediaminocobalt(II), C1(=CC=C(C=C1)S(=O)(=O)O)C (p-toluenesulfonic acid), NC1=CC=CC=C1 (aniline), [N+](=O)([O-])C1=CC=CC=C1 (nitrobenzene), C1(=CC=CC=C1)C (toluene), FC(C(F)(F)[*:1])(F)[*:2] (polytetrafluoroethylene). Solvent: O (water). Conditions: time 5 minute. The product is C1(=CC=CC=C1)NC(=O)NC1=CC=CC=C1 (N,N′-diphenylurea). Yield: 23.9%. RXN SMILES: C1(C)C=CC(S(O)(=O)=[O:8])=CC=1.[NH2:12][C:13]1[CH:18]=[CH:17][CH:16]=[CH:15][CH:14]=1.[N+:19]([C:22]1C=CC=CC=1)([O-])=O.[C:28]1(C)[CH:33]=[CH:32][CH:31]=[CH:30][CH:29]=1>O>[C:13]1([NH:12][C:22]([NH:19][C:28]2[CH:33]=[CH:32][CH:31]=[CH:30][CH:29]=2)=[O:8])[CH:18]=[CH:17][CH:16]=[CH:15][CH:14]=1. Procedure details: The above reaction was carried out in a high-grade stainless steel autoclave fitted with a polytetrafluoroethylene beaker of 100 cm3 capacity. 0.0373 g (0.1 mmole) of N,N′-bis(salicylidene)-1,2-phenylenediaminocobalt(II), 0.0172 g (0.1 mmole( of p-toluenesulfonic acid, 4.6498 g (50.0 mmole) aniline, 1.2318 g (10.0 mmole) of nitrobenzene and 8.69 g (10 mmole) of toluene were mixed in the autoclave. The autoclave was flushed three times with gaseous nitrogen and then was pressurized with 50 bar ca...